Task: describe an organic reaction: reactants, conditions, products, and yield. Dataset: the Open Reaction Database (ORD), a public repository of structured organic reaction records The reactants are C1(=CC=CC=C1)C=1C(=C(OC1)C(=O)OC)C=C (methyl 4-phenyl-3-vinyl-2-furancarboxylate). Reagents/catalysts: [C].[Pd] (palladium carbon). Solvent: C(C)O (ethanol). Run at time 3 hour. Product: C(C)C1=C(OC=C1C1=CC=CC=C1)C(=O)OC (methyl 3-ethyl-4-phenyl-2-furancarboxylate). Yield: 99.1%. Reaction SMILES: [C:1]1([C:7]2[C:8]([CH:16]=[CH2:17])=[C:9]([C:12]([O:14][CH3:15])=[O:13])[O:10][CH:11]=2)[CH:6]=[CH:5][CH:4]=[CH:3][CH:2]=1>[C].[Pd].C(O)C>[CH2:16]([C:8]1[C:7]([C:1]2[CH:6]=[CH:5][CH:4]=[CH:3][CH:2]=2)=[CH:11][O:10][C:9]=1[C:12]([O:14][CH3:15])=[O:13])[CH3:17] |f:1.2|. Procedure: An ethanol (10 ml) solution of methyl 4-phenyl-3-vinyl-2-furancarboxylate (0.20 g) was blended with 10% palladium carbon and hydrogenated for 3 hours at 25° C. while stirring. The catalyst was filtered off, and the filtrate was concentrated under reduced pressure, thereby giving 0.20 g of methyl 3-ethyl-4-phenyl-2-furancarboxylate. This compound was reacted with hydrazine monohydrate in the same manner as in Reference Example 31, thereby giving 0.12 g of the desired compound. The solvent is O1CCOCC1 (dioxane). Conditions: time 8 hour. The reactants are NC=1C=C2CCCNC2=C(C1)C(=O)O (6-amino-1,2,3,4-tetrahydroquinoline-8-carboxylic acid), [OH-].[Na+] (sodium hydroxide), C(C)(=O)Cl (acetyl chloride). As a reaction SMILES: [NH2:1][C:2]1[CH:3]=[C:4]2[C:9](=[C:10]([C:12]([OH:14])=[O:13])[CH:11]=1)[NH:8][CH2:7][CH2:6][CH2:5]2.[OH-].[Na+].[C:17](Cl)(=[O:19])[CH3:18]>O1CCOCC1>[C:17]([NH:1][C:2]1[CH:3]=[C:4]2[C:9](=[C:10]([C:12]([OH:14])=[O:13])[CH:11]=1)[NH:8][CH2:7][CH2:6][CH2:5]2)(=[O:19])[CH3:18] |f:1.2|. The product is C(C)(=O)NC=1C=C2CCCNC2=C(C1)C(=O)O (6-acetylamino-1,2,3,4-tetrahydroquinoline-8-carboxylic acid). Procedure details: A solution of 6-amino-1,2,3,4-tetrahydroquinoline-8-carboxylic acid (4.80 g) in dioxane (60 ml) was added 1 N aqueous sodium hydroxide solution (60 ml) and acetyl chloride (2.5 ml), the mixture was stirred for 8 hours at room temperature. After salting out, extracted with ethyl acetate, washed with water and saturated aqueous sodium chloride solution successively and dried over anhydrous sodium sulfate. After solvent was distilled away and the resulting residue was purified by silica gel column ... Isolated yield 16.8%. The reactants are ClC1=NC(=NS1)SC (5-chloro-3-methylthio-1,2,4-thiadiazole), N1=CN=CC(=C1)CO (5-pyrimidylmethyl alcohol), [H-].[Na+] (sodium hydride), [Cl-].[Na+] (sodium chloride). Solvent: CN(C=O)C (N,N-dimethylformamide). Conditions: time 30 minute. Product: N1=CN=CC(=C1)COC1=NC(=NS1)SC (5-(5-pyrimidylmethyloxy)-3-methylthio-1,2,4-thiadiazole). The yield is 48.1%. Reaction SMILES: Cl[C:2]1[S:6][N:5]=[C:4]([S:7][CH3:8])[N:3]=1.[N:9]1[CH:14]=[C:13]([CH2:15][OH:16])[CH:12]=[N:11][CH:10]=1.[H-].[Na+].[Cl-].[Na+]>CN(C)C=O>[N:9]1[CH:14]=[C:13]([CH2:15][O:16][C:2]2[S:6][N:5]=[C:4]([S:7][CH3:8])[N:3]=2)[CH:12]=[N:11][CH:10]=1 |f:2.3,4.5|. Procedure: Into 4 g of N,N-dimethylformamide were dissolved 304 mg of 5-chloro-3-methylthio-1,2,4-thiadiazole and 200 mg of 5-pyrimidylmethyl alcohol, 97 mg of sodium hydride (60% in oil) was added thereto under ice-cooling, and the reaction mixture was stirred for 30 minutes. After stirring for 5 hours at room temperature, the reaction mixture was added to saturated sodium chloride aqueous solution, and extracted with t-butyl methyl ether. The organic layer was concentrated, and the residue obtained was s... Starting materials: ice water, [N+](=O)([O-])C1=C(C#N)C(=CC(=C1)C(F)(F)F)[N+](=O)[O-] (2,6-dinitro-4-trifluoromethyl-benzonitrile), C[O-].[Na+] (sodium methoxide). Run in CO (methanol), CO (methanol). Run at temperature 0 celsius, time 1.5 hour. Yields the product COC1=C(C#N)C(=CC(=C1)C(F)(F)F)[N+](=O)[O-] (2-Methoxy-6-nitro-4-trifluoromethyl-benzonitrile). Yield: 79.0%. As a reaction SMILES: [N+:1]([C:4]1[CH:11]=[C:10]([C:12]([F:15])([F:14])[F:13])[CH:9]=[C:8]([N+]([O-])=O)[C:5]=1[C:6]#[N:7])([O-:3])=[O:2].[CH3:19][O-:20].[Na+]>CO>[CH3:19][O:20][C:8]1[CH:9]=[C:10]([C:12]([F:15])([F:14])[F:13])[CH:11]=[C:4]([N+:1]([O-:3])=[O:2])[C:5]=1[C:6]#[N:7] |f:1.2|. Procedure details: To a solution of 3 g (11.49 mmol) 2,6-dinitro-4-trifluoromethyl-benzonitrile (CAS: 35213-02-6) in 30 ml methanol at 0° C. under nitrogen, was added 2.3 ml (11.49 mmol) of a 5M sodium methoxide in methanol. The reaction mixture was stirred at 0° C. for 1.5 hours then poured into ice water, stirred for 60 minutes and the product was collect by filtration. The crude solid was purified on silica (Eluent: heptane/ethyl acetate 0 to 30%) to provide 2.24 g (79%) of the title compound as a light yellow ... The reactants are COCOc1ccc(CC#N)cc1, [Cl-], Cl, [Na+], C1CCOC1, ClCc1cccnc1. Yields the product COCOc1ccc(C(C#N)Cc2cccnc2)cc1. Reaction SMILES: [CH3:1][O:2][CH2:3][O:4][c:5]1[cH:6][cH:7][c:8]([CH2:9][C:10]#[N:11])[cH:12][cH:13]1.[Cl-:24].[ClH:14].[Na+:23].[O:25]1[CH2:26][CH2:27][CH2:28][CH2:29]1.[cH:15]1[c:16]([CH2:21][Cl:22])[cH:17][cH:18][cH:19][n:20]1>>[CH3:1][O:2][CH2:3][O:4][c:5]1[cH:6][cH:7][c:8]([CH:9]([C:10]#[N:11])[CH2:21][c:16]2[cH:15][n:20][cH:19][cH:18][cH:17]2)[cH:12][cH:13]1. Starting materials: N1C(CCCC1)CCN1C(C2=CC(=C(C=C2CC1)OC)OC)=O (2-[2-(piperid-2-yl)-ethyl]-6,7-dimethoxy-1-oxo-1,2,3,4-tetrahydro-isoquinoline), ClCCCOC1=CC2=C(C=C1)OCO2 (1-chloro-3-(3,4-methylenedioxy-phenoxy)-propane). Product: Cl.C1OC=2C=C(OCCCN3C(CCCC3)CCN3C(C4=CC(=C(C=C4CC3)OC)OC)=O)C=CC2O1 (2-[2-(N-(3-(3,4-Methylenedioxy-phenoxy)-propyl)-piperid-2-yl)-ethyl]-6,7-dimethoxy-1-oxo-1,2,3,4-tetrahydro-isoquinoline-hydrochloride). Reaction SMILES: [NH:1]1[CH2:6][CH2:5][CH2:4][CH2:3][CH:2]1[CH2:7][CH2:8][N:9]1[CH2:18][CH2:17][C:16]2[C:11](=[CH:12][C:13]([O:21][CH3:22])=[C:14]([O:19][CH3:20])[CH:15]=2)[C:10]1=[O:23].[Cl:24][CH2:25][CH2:26][CH2:27][O:28][C:29]1[CH:34]=[CH:33][C:32]2[O:35][CH2:36][O:37][C:31]=2[CH:30]=1>>[ClH:24].[CH2:36]1[O:35][C:32]2[CH:33]=[CH:34][C:29]([O:28][CH2:27][CH2:26][CH2:25][N:1]3[CH2:6][CH2:5][CH2:4][CH2:3][CH:2]3[CH2:7][CH2:8][N:9]3[CH2:18][CH2:17][C:16]4[C:11](=[CH:12][C:13]([O:21][CH3:22])=[C:14]([O:19][CH3:20])[CH:15]=4)[C:10]3=[O:23])=[CH:30][C:31]=2[O:37]1 |f:2.3|. Reported procedure: Prepared from 2-[2-(piperid-2-yl)-ethyl]-6,7-dimethoxy-1-oxo-1,2,3,4-tetrahydro-isoquinoline and 1-chloro-3-(3,4-methylenedioxy-phenoxy)-propane analogously to Example 1.